This data is from the Open Reaction Database (ORD), a public repository of structured organic reaction records. The task is: describe an organic reaction: reactants, conditions, products, and yield The reactants are CCO, ClCCl, CC(C)COC(=O)Cl, N, CCC(C)(C)C(=O)C(=O)N1CCCC1C(=O)O, O. The product is CCC(C)(C)C(=O)C(=O)N1CCCC1C(N)=O. Reaction SMILES: [CH2:27]([OH:28])[CH3:29].[CH2:30]([Cl:31])[Cl:32].[Cl:1][C:2]([O:3][CH2:4][CH:5]([CH3:6])[CH3:7])=[O:8].[NH3:26].[O:9]=[C:10]([C:11]([C:12]([CH2:13][CH3:14])([CH3:15])[CH3:16])=[O:17])[N:18]1[CH:19]([C:23](=[O:24])[OH:25])[CH2:20][CH2:21][CH2:22]1.[OH2:33]>>[O:9]=[C:10]([C:11]([C:12]([CH2:13][CH3:14])([CH3:15])[CH3:16])=[O:17])[N:18]1[CH:19]([C:23](=[O:25])[NH2:26])[CH2:20][CH2:21][CH2:22]1. Starting materials: ClC1=CC(=CC=2NC(COC21)=O)NC(C(F)(F)F)=O (N-(8-Chloro-3-oxo-3,4-dihydro-2H-1,4-benzoxazin-6-yl)-2,2,2-trifluoroacetamide), [OH-].[Na+] (sodium hydroxide). Product: NC=1C=C(C2=C(NC(CO2)=O)C1)Cl (6-amino-8-chloro-2H-1,4-benzoxazin-3(4H)-one). Reaction SMILES: [Cl:1][C:2]1[C:11]2[O:10][CH2:9][C:8](=[O:12])[NH:7][C:6]=2[CH:5]=[C:4]([NH:13]C(=O)C(F)(F)F)[CH:3]=1.[OH-].[Na+]>>[NH2:13][C:4]1[CH:3]=[C:2]([Cl:1])[C:11]2[O:10][CH2:9][C:8](=[O:12])[NH:7][C:6]=2[CH:5]=1 |f:1.2|. Reported procedure: N-(8-Chloro-3-oxo-3,4-dihydro-2H-1,4-benzoxazin-6-yl)-2,2,2-trifluoroacetamide was hydrolyzed with sodium hydroxide to obtain 6-amino-8-chloro-2H-1,4-benzoxazin-3(4H)-one. As a reaction SMILES: [BH4-:25].[CH2:1]([c:2]1[cH:3][cH:4][cH:5][cH:6][cH:7]1)[O:8][C:9](=[O:10])[NH:11][CH:12]([C:13](=[O:14])[O:15][CH3:16])[CH2:17][NH:18][C:19]([CH2:20][CH2:21][CH2:22][Cl:23])=[O:24].[CH3:32][OH:33].[Na+:26].[Na+:31].[O-:27][C:28]([OH:29])=[O:30]>>[CH2:1]([c:2]1[cH:3][cH:4][cH:5][cH:6][cH:7]1)[O:8][C:9](=[O:10])[NH:11][CH:12]([CH2:13][OH:14])[CH2:17][NH:18][C:19]([CH2:20][CH2:21][CH2:22][Cl:23])=[O:24]. The reactants are [BH4-], COC(=O)C(CNC(=O)CCCCl)NC(=O)OCc1ccccc1, CO, [Na+], [Na+], O=C([O-])O. Product: O=C(CCCCl)NCC(CO)NC(=O)OCc1ccccc1. Starting materials: BrC=1N=C2C(=NC1)N(C=C2C(=O)NC(C)(C)C)COCC[Si](C)(C)C (2-bromo-N-tert-butyl-5-((2-(trimethylsilyl)ethoxy)methyl)-5H-pyrrolo[2,3-b]pyrazine-7-carboxamide), FC=1C=C2C=NNC2=CC1F (5,6-difluoro-1H-indazole), CC(C)([O-])C.[Na+] (sodium tert-butoxide). Reagents/catalysts: CC(C)([P](C(C)(C)C)([Pd][P](C(C)(C)C)(C(C)(C)C)C(C)(C)C)C(C)(C)C)C (bis(tri-tert-butylphosphine)palladium(0)). Solvent: O1CCOCC1 (dioxane). Run at temperature 125 celsius. Yields the product C(C)(C)(C)NC(=O)C1=CN(C2=NC=C(N=C21)N2N=CC1=CC(=C(C=C21)F)F)COCC[Si](C)(C)C (N-tert-butyl-2-(5,6-difluoro-1H-indazol-1-yl)-5-((2-(trimethylsilyl)ethoxy)methyl)-5H-pyrrolo[2,3-b]pyrazine-7-carboxamide). Isolated yield 68.3%. RXN SMILES: Br[C:2]1[N:3]=[C:4]2[C:10]([C:11]([NH:13][C:14]([CH3:17])([CH3:16])[CH3:15])=[O:12])=[CH:9][N:8]([CH2:18][O:19][CH2:20][CH2:21][Si:22]([CH3:25])([CH3:24])[CH3:23])[C:5]2=[N:6][CH:7]=1.[F:26][C:27]1[CH:28]=[C:29]2[C:33](=[CH:34][C:35]=1[F:36])[NH:32][N:31]=[CH:30]2.CC(C)([O-])C.[Na+]>O1CCOCC1.CC(C)([P](C(C)(C)C)([Pd][P](C(C)(C)C)(C(C)(C)C)C(C)(C)C)C(C)(C)C)C>[C:14]([NH:13][C:11]([C:10]1[C:4]2[C:5](=[N:6][CH:7]=[C:2]([N:32]3[C:33]4[C:29](=[CH:28][C:27]([F:26])=[C:35]([F:36])[CH:34]=4)[CH:30]=[N:31]3)[N:3]=2)[N:8]([CH2:18][O:19][CH2:20][CH2:21][Si:22]([CH3:25])([CH3:24])[CH3:23])[CH:9]=1)=[O:12])([CH3:17])([CH3:16])[CH3:15] |f:2.3,^1:51,57|. Reported procedure: To a stirred solution of 2-bromo-N-tert-butyl-5-((2-(trimethylsilyl)ethoxy)methyl)-5H-pyrrolo[2,3-b]pyrazine-7-carboxamide (150 mg, 351 μmol) and 5,6-difluoro-1H-indazole (54.1 mg, 351 μmol) in dioxane (5.25 mL) was added sodium tert-butoxide (74.2 mg, 772 μmol) and bis(tri-tert-butylphosphine)palladium(0) (17.9 mg, 35.1 μmol). The mixture was degassed then heated in sealed tube at 125° C. for 15 h. The mixture was cooled, filtered through celite, the cake washed with ethyl acetate, and the comb... Reactants: O=C([O-])[O-], CC(O)(c1ccc(N2CCN(S(=O)(=O)c3cccs3)CC2COS(C)(=O)=O)cc1)C(F)(F)F, CC#N, [Cs+], [Cs+], O, c1cnc2[nH]ccc2c1. Yields the product CC(O)(c1ccc(N2CCN(S(=O)(=O)c3cccs3)CC2Cn2ccc3cccnc32)cc1)C(F)(F)F. As a reaction SMILES: [C:43](=[O:44])([O-:45])[O-:46].[CH3:1][S:2]([O:3][CH2:6][CH:7]1[N:8]([c:21]2[cH:22][cH:23][c:24]([C:27]([C:28]([F:29])([F:30])[F:31])([CH3:32])[OH:33])[cH:25][cH:26]2)[CH2:9][CH2:10][N:11]([S:13](=[O:14])(=[O:15])[c:16]2[s:17][cH:18][cH:19][cH:20]2)[CH2:12]1)(=[O:4])=[O:5].[CH3:49][C:50]#[N:51].[Cs+:47].[Cs+:48].[OH2:52].[nH:34]1[cH:35][cH:36][c:37]2[cH:38][cH:39][cH:40][n:41][c:42]12>>[CH2:6]([CH:7]1[N:8]([c:21]2[cH:22][cH:23][c:24]([C:27]([C:28]([F:29])([F:30])[F:31])([CH3:32])[OH:33])[cH:25][cH:26]2)[CH2:9][CH2:10][N:11]([S:13](=[O:14])(=[O:15])[c:16]2[s:17][cH:18][cH:19][cH:20]2)[CH2:12]1)[n:34]1[cH:35][cH:36][c:37]2[cH:38][cH:39][cH:40][n:41][c:42]12. Reaction conditions: temperature 125 celsius. Reactants: C(CCC)[Sn](C1=NC=CN=C1)(CCCC)CCCC (2-Tri-n-butylstannylpyrazine), C(C)(C)(C)C1(CC=CC(=C1O)C(C)(C)C)C (2,6-di-tert-butylcresol), ClC=1OC=2C(N1)=C(C(=C(C2F)C2=CC=CC=C2)C)C#N (2-chloro-7-fluoro-5-methyl-6-phenyl-1,3-benzoxazole-4-cabonitrile). The solvent is C1(=CC=CC=C1)C (toluene). Product: FC=1C(=C(C(=C2N=C(OC21)C2=NC=CN=C2)C#N)C)C2=CC=CC=C2 (7-Fluoro-5-methyl-6-phenyl-2-(pyrazin-2-yl)-1,3-benzoxazole-4-carbonitrile). The reagents and catalysts are Cl[Pd]([P](C1=CC=CC=C1)(C2=CC=CC=C2)C3=CC=CC=C3)([P](C4=CC=CC=C4)(C5=CC=CC=C5)C6=CC=CC=C6)Cl (dichlorobis(triphenylphosphine)palladium(II)). The yield is 59.8%. Procedure details: 2-Tri-n-butylstannylpyrazine (409 mg, 1.11 mmol), dichlorobis(triphenylphosphine)palladium(II) (51.9 mg, 0.074 mmol) and 2,6-di-tert-butylcresol (32.6 mg, 0.148 mmol) were added to a toluene (20 ml) solution of 2-chloro-7-fluoro-5-methyl-6-phenyl-1,3-benzoxazole-4-cabonitrile (I-130) (212 mg, 0.739 mmol), followed by heating under reflux in an oil bath at 125° C. for 2 hours. The solvent was evaporated away under reduced pressure, then the residue was purified by silica gel column chromatography... Reaction SMILES: C([Sn](CCCC)(CCCC)[C:6]1[CH:11]=[N:10][CH:9]=[CH:8][N:7]=1)CCC.C(C1(C)C(O)=C(C(C)(C)C)C=CC1)(C)(C)C.Cl[C:37]1[O:38][C:39]2[C:40](=[C:42]([C:54]#[N:55])[C:43]([CH3:53])=[C:44]([C:47]3[CH:52]=[CH:51][CH:50]=[CH:49][CH:48]=3)[C:45]=2[F:46])[N:41]=1>Cl[Pd](Cl)([P](C1C=CC=CC=1)(C1C=CC=CC=1)C1C=CC=CC=1)[P](C1C=CC=CC=1)(C1C=CC=CC=1)C1C=CC=CC=1.C1(C)C=CC=CC=1>[F:46][C:45]1[C:44]([C:47]2[CH:52]=[CH:51][CH:50]=[CH:49][CH:48]=2)=[C:43]([CH3:53])[C:42]([C:54]#[N:55])=[C:40]2[C:39]=1[O:38][C:37]([C:6]1[CH:11]=[N:10][CH:9]=[CH:8][N:7]=1)=[N:41]2 |^1:58,77|. The reagents and catalysts are CN(C1=CC=NC=C1)C (4-dimethylaminopyridine). The solvent is C(Cl)Cl (CH2Cl2). The product is FC1=C(C(=CC=C1)F)C(=O)NC1=CC=C(C=C1)C1=CC(=NN1C)C=1SC=CC1 ((2,6-difluorophenyl)-N-[4-(1-methyl-3-(2-thienyl)pyrazol-5-yl)phenyl]carboxamide). Reaction conditions: time 2 hour. The yield is 64.8%. RXN SMILES: [CH3:1][N:2]1[C:6]([C:7]2[CH:12]=[CH:11][C:10]([NH2:13])=[CH:9][CH:8]=2)=[CH:5][C:4]([C:14]2[S:15][CH:16]=[CH:17][CH:18]=2)=[N:3]1.C(N(CC)C(C)C)(C)C.[F:28][C:29]1[CH:37]=[CH:36][CH:35]=[C:34]([F:38])[C:30]=1[C:31](Cl)=[O:32]>C(Cl)Cl.CN(C)C1C=CN=CC=1>[F:28][C:29]1[CH:37]=[CH:36][CH:35]=[C:34]([F:38])[C:30]=1[C:31]([NH:13][C:10]1[CH:9]=[CH:8][C:7]([C:6]2[N:2]([CH3:1])[N:3]=[C:4]([C:14]3[S:15][CH:16]=[CH:17][CH:18]=3)[CH:5]=2)=[CH:12][CH:11]=1)=[O:32]. Procedure: To a solution of 66 (20 mg, 0.08 mmol) in CH2Cl2 (10 ml) was added N,N-diisopropylethylamine (DIEA, 26 mg, 36 μL, 0.2 mmol), 4-dimethylaminopyridine (DMAP, 0.6 mg, 0.05 mmol). The 2,6-difluorobenzoyl chloride (15 mg, 0.08 mmol) was dropped into above solution. The mixture was stirred for 2 h at room temperature. The reaction was quenched with saturated NaHCO3 (20 ml) and extracted with EtOAc. The dicarboxamide was hydrolyzed with 1M NaOH in THF and MeOH (1:1). The product was purified by HPLC an... Reactants: FC1=C(C(=O)Cl)C(=CC=C1)F (2,6-difluorobenzoyl chloride), CN1N=C(C=C1C1=CC=C(C=C1)N)C=1SC=CC1 (4-(1-methyl-3-(2-thienyl)pyrazol-5-yl)phenylamine), C(C)(C)N(C(C)C)CC (N,N-diisopropylethylamine). The reactants are O=C1CCC(=O)N1Br, CCOC(=O)C(C)(C)c1ccc(C)cc1, ClC(Cl)(Cl)Cl, ClCCl, N#CC1(N=NC2(C#N)CCCCC2)CCCCC1, O. Yields the product CCOC(=O)C(C)(C)c1ccc(CBr)cc1. As a reaction SMILES: [Br:16][N:17]1[C:18](=[O:19])[CH2:20][CH2:21][C:22]1=[O:23].[CH2:1]([CH3:2])[O:3][C:4]([C:5]([CH3:6])([c:7]1[cH:8][cH:9][c:10]([CH3:13])[cH:11][cH:12]1)[CH3:14])=[O:15].[Cl:42][C:43]([Cl:44])([Cl:45])[Cl:46].[Cl:48][CH2:49][Cl:50].[N:24]([C:25]1([C:26]#[N:27])[CH2:28][CH2:29][CH2:30][CH2:31][CH2:32]1)=[N:33][C:34]1([C:35]#[N:36])[CH2:37][CH2:38][CH2:39][CH2:40][CH2:41]1.[OH2:47]>>[CH2:1]([CH3:2])[O:3][C:4]([C:5]([CH3:6])([c:7]1[cH:8][cH:9][c:10]([CH2:13][Br:16])[cH:11][cH:12]1)[CH3:14])=[O:15].